From a dataset of the Open Reaction Database (ORD), a public repository of structured organic reaction records. describe an organic reaction: reactants, conditions, products, and yield As a reaction SMILES: [BH4-:34].[CH3:31][CH2:32][OH:33].[CH3:36][C:37](=[O:38])[OH:39].[F:1][c:2]1[c:3]([NH:17][C:18](=[O:19])[c:20]2[cH:21][c:22]3[c:23]([s:24]2)[CH2:25][C:26]([CH3:29])([CH3:30])[C:27]3=[O:28])[cH:4][c:5]([B:8]2[O:9][C:10]([CH3:15])([CH3:16])[C:11]([CH3:13])([CH3:14])[O:12]2)[cH:6][cH:7]1.[Na+:35]>>[F:1][c:2]1[c:3]([NH:17][C:18](=[O:19])[c:20]2[cH:21][c:22]3[c:23]([s:24]2)[CH2:25][C:26]([CH3:29])([CH3:30])[CH:27]3[OH:28])[cH:4][c:5]([B:8]2[O:9][C:10]([CH3:15])([CH3:16])[C:11]([CH3:13])([CH3:14])[O:12]2)[cH:6][cH:7]1. Starting materials: [BH4-], CCO, CC(=O)O, CC1(C)Cc2sc(C(=O)Nc3cc(B4OC(C)(C)C(C)(C)O4)ccc3F)cc2C1=O, [Na+]. The product is CC1(C)Cc2sc(C(=O)Nc3cc(B4OC(C)(C)C(C)(C)O4)ccc3F)cc2C1O. Starting materials: CCO, COC(=O)Cl, ClCCl, Cl, CCOC(=O)CCN(C(=O)c1ccc2c(c1)nc(CNc1ccc(C(=N)N)cc1)n2C)c1ccccc1. The product is CCOC(=O)CCN(C(=O)c1ccc2c(c1)nc(CNc1ccc(C(=N)NC(=O)OC)cc1)n2C)c1ccccc1. As a reaction SMILES: [CH2:44]([OH:45])[CH3:46].[Cl:39][C:40](=[O:41])[O:42][CH3:43].[Cl:47][CH2:48][Cl:49].[ClH:1].[c:2]1([N:8]([C:9](=[O:10])[c:11]2[cH:12][c:13]3[c:14]([n:15]([CH3:29])[c:16]([CH2:18][NH:19][c:20]4[cH:21][cH:22][c:23]([C:26]([NH2:27])=[NH:28])[cH:24][cH:25]4)[n:17]3)[cH:30][cH:31]2)[CH2:32][CH2:33][C:34](=[O:35])[O:36][CH2:37][CH3:38])[cH:3][cH:4][cH:5][cH:6][cH:7]1>>[c:2]1([N:8]([C:9](=[O:10])[c:11]2[cH:12][c:13]3[c:14]([n:15]([CH3:29])[c:16]([CH2:18][NH:19][c:20]4[cH:21][cH:22][c:23]([C:26](=[NH:27])[NH:28][C:40](=[O:41])[O:42][CH3:43])[cH:24][cH:25]4)[n:17]3)[cH:30][cH:31]2)[CH2:32][CH2:33][C:34](=[O:35])[O:36][CH2:37][CH3:38])[cH:3][cH:4][cH:5][cH:6][cH:7]1. The reactants are O[C@H](C(=O)OC(C)C)[C@H](C(=O)OC(C)C)CCCC1=CC=C(C=C1)OC(F)(F)F (diisopropyl (2S,3R)-2-hydroxy-3-{3-[4-(trifluoromethoxy)phenyl]propyl}butanedioate), [OH-].[K+] (potassium hydroxide), Cl (HCl). The solvent is C1CCOC1.O (THF water). Conditions: time 14 hour. Yields the product O[C@H](C(=O)O)[C@H](C(=O)O)CCCC1=CC=C(C=C1)OC(F)(F)F ((2S,3R)-2-hydroxy-3-{3-[4-(trifluoromethoxy)phenyl]propyl}butanedioic acid). Yield: 110.9%. Reaction SMILES: [OH:1][C@@H:2]([C@@H:9]([CH2:16][CH2:17][CH2:18][C:19]1[CH:24]=[CH:23][C:22]([O:25][C:26]([F:29])([F:28])[F:27])=[CH:21][CH:20]=1)[C:10]([O:12]C(C)C)=[O:11])[C:3]([O:5]C(C)C)=[O:4].[OH-].[K+].Cl>C1COCC1.O>[OH:1][C@@H:2]([C@@H:9]([CH2:16][CH2:17][CH2:18][C:19]1[CH:20]=[CH:21][C:22]([O:25][C:26]([F:27])([F:28])[F:29])=[CH:23][CH:24]=1)[C:10]([OH:12])=[O:11])[C:3]([OH:5])=[O:4] |f:1.2,4.5|. Procedure: To a solution of diisopropyl (2S,3R)-2-hydroxy-3-{3-[4-(trifluoromethoxy)phenyl]propyl}butanedioate (6.98 g; 16.6 mmol; 1.0 eq.) in THF/water (3/1; 140 mL) was added potassium hydroxide (5.59 g; 99.6 mmol; 6.0 eq.). The reaction mixture was then stirred for 14 h at RT. The aq. layers were acidified with an aqueous solution of HCl to pH 2, extracted with EtOAc. The combined organic layers were then dried over MgSO4 and evaporated to give the title compound as an oil (6.19 g), used in the next ste...